Dataset: the Open Reaction Database (ORD), a public repository of structured organic reaction records. Task: describe an organic reaction: reactants, conditions, products, and yield Reactants: c1(ccccc1)CN, S(C)C.B, C1CN(C[C@@H](C1=O)O)S(=O)(=O)C. Reagents/catalysts: c1ccc(cc1)-c2c3ccccc3cc4ccccc24 (9-Phenylanthracene). Reaction conditions: temperature 25 celsius, time 18 hour. Yields the product CS(=O)(=O)N1CC[C@@H](N)[C@@H](O)C1. As a reaction SMILES: [CH3:1][S:2]([N:5]1[CH2:11][C@H:9]([OH:10])[C:8](=O)[CH2:7][CH2:6]1)(=[O:4])=[O:3].[NH2:12]Cc1ccccc1.B.CSC>>[CH3:1][S:2]([N:5]1[CH2:11][C@H:9]([OH:10])[C@H:8]([NH2:12])[CH2:7][CH2:6]1)(=[O:4])=[O:3].